From a dataset of the Open Reaction Database (ORD), a public repository of structured organic reaction records. describe an organic reaction: reactants, conditions, products, and yield The reactants are CCN(CC)S(=O)(=O)c1sc(NC(C)=O)nc1C, C[O-], CO, [Na+], O. Yields the product CCN(CC)S(=O)(=O)c1sc(N)nc1C. RXN SMILES: [C:1](=[O:2])([CH3:3])[NH:4][c:5]1[s:6][c:7]([S:11](=[O:12])(=[O:13])[N:14]([CH2:15][CH3:16])[CH2:17][CH3:18])[c:8]([CH3:10])[n:9]1.[CH3:19][O-:20].[CH3:22][OH:23].[Na+:21].[OH2:24]>>[NH2:4][c:5]1[s:6][c:7]([S:11](=[O:12])(=[O:13])[N:14]([CH2:15][CH3:16])[CH2:17][CH3:18])[c:8]([CH3:10])[n:9]1.